Dataset: the Open Reaction Database (ORD), a public repository of structured organic reaction records. Task: describe an organic reaction: reactants, conditions, products, and yield Starting materials: C1(=CC=CC=C1)[C@@](N)(C)C(=O)O (2-phenyl-D-alanine), [OH-].C[NH+](C)C (trimethylammonium hydroxide), solution, C(C)(C)(C)OC(OC(C)(C)C)=O (diterbutylcarbonate). Run in C(C)#N (acetonitrile). Run at time 2 day. Product: solid, C(C)(C)(C)OC(=O)N[C@](C)(C(=O)O)C1=CC=CC=C1 (N-(tert-butoxycarbonyl)-2-phenyl-D-alanine). Yield: 78.0%. Reaction SMILES: [C:1]1([C@:7]([C:10]([OH:12])=[O:11])([CH3:9])[NH2:8])[CH:6]=[CH:5][CH:4]=[CH:3][CH:2]=1.[OH-].C[NH+](C)C.[C:18]([O:22][C:23](=O)[O:24]C(C)(C)C)([CH3:21])([CH3:20])[CH3:19]>C(#N)C>[C:18]([O:22][C:23]([NH:8][C@@:7]([C:1]1[CH:6]=[CH:5][CH:4]=[CH:3][CH:2]=1)([C:10]([OH:12])=[O:11])[CH3:9])=[O:24])([CH3:21])([CH3:20])[CH3:19] |f:1.2|. Procedure: To a suspension of 500 mg of 2-phenyl-D-alanine (3.02 mmol) and trimethylammonium hydroxide (aqueous solution 10%, 2.8 mL, 3.02 mmol) in 15 mL of acetonitrile, diterbutylcarbonate (1.047 g, 4.8 mmol) was added and the mixture was stirred at room temperature for 2 days. The solvent was then removed under vacuo, the residue was dissolved in water and washed with diethylether. The aqueous layer was acidified to pH=3-4 with citric acid and the product was extracted with ethyl acetate (3×20 mL). The ... Reactants: N1=CC=CC2=CC(=CC=C12)CN1N=NC=2C1=NC(=CN2)C(C)=O (1-(1-(Quinolin-6-ylmethyl)-1H-[1,2,3]triazolo[4,5-b]pyrazin-6-yl)ethanone), NOCCO (2-(aminooxy)ethanol). The product is OCCO\N=C(/C)\C1=CN=C2C(=N1)N(N=N2)CC=2C=C1C=CC=NC1=CC2 ((E)-1-(1-(Quinolin-6-ylmethyl)-1H-[1,2,3]-triazolo[4,5-b]pyrazin-6-yl)ethanone O-2-hydroxyethyl oxime). The yield is 21.0%. Reaction SMILES: [N:1]1[C:10]2[C:5](=[CH:6][C:7]([CH2:11][N:12]3[C:16]4=[N:17][C:18]([C:21](=O)[CH3:22])=[CH:19][N:20]=[C:15]4[N:14]=[N:13]3)=[CH:8][CH:9]=2)[CH:4]=[CH:3][CH:2]=1.[NH2:24][O:25][CH2:26][CH2:27][OH:28]>>[OH:28][CH2:27][CH2:26][O:25]/[N:24]=[C:21](/[C:18]1[N:17]=[C:16]2[N:12]([CH2:11][C:7]3[CH:6]=[C:5]4[C:10](=[CH:9][CH:8]=3)[N:1]=[CH:2][CH:3]=[CH:4]4)[N:13]=[N:14][C:15]2=[N:20][CH:19]=1)\[CH3:22]. Procedure details: The title compound was prepared from 1-(1-(quinolin-6-ylmethyl)-1H-[1,2,3]triazolo[4,5-b]pyrazin-6-yl)ethanone (22.4) and 2-(aminooxy)ethanol in 21% yield using the same procedure as described in the synthesis of example 22. 1H-NMR (400 MHz, CD2Cl2) δ ppm 9.40 (s, 1H), 8.91 (m, 1H), 8.18 (d, 2H), 7.95 (d, 1H), 7.85 (dd, 1H), 7.45 (dd, 1H), 6.13 (s, 2H), 4.46 (t, 2H), 3.97 (t, 2H), 2.39 (s, 3H). LCMS (method A): [MH]+=364, tR=4.28 min.